From a dataset of the Open Reaction Database (ORD), a public repository of structured organic reaction records. describe an organic reaction: reactants, conditions, products, and yield Reactants: CCCCCCCC#CCO, [Pb], c1ccc2ncccc2c1. Product: CCCCCCCC=CCO. As a reaction SMILES: [CH2:1]([C:2]#[C:3][CH2:4][CH2:5][CH2:6][CH2:7][CH2:8][CH2:9][CH3:10])[OH:11].[Pb:12].[cH:13]1[cH:14][c:15]2[c:16]([n:17][cH:18][cH:19][cH:20]2)[cH:21][cH:22]1>>[CH2:1]([CH:2]=[CH:3][CH2:4][CH2:5][CH2:6][CH2:7][CH2:8][CH2:9][CH3:10])[OH:11]. The reactants are Br.NC1=C(C(=O)O)C=C(C=C1O)C (2-amino-3-hydroxy-5-methylbenzoic acid hydrobromide), S(=O)(Cl)Cl (thionyl chloride), CO (CH3OH). Product: NC1=C(C(=O)OC)C=C(C=C1O)C (methyl 2-amino-3-hydroxy-5-methylbenzoate). Isolated yield 72.0%. As a reaction SMILES: Br.[NH2:2][C:3]1[C:11]([OH:12])=[CH:10][C:9]([CH3:13])=[CH:8][C:4]=1[C:5]([OH:7])=[O:6].S(Cl)(Cl)=O.[CH3:18]O>>[NH2:2][C:3]1[C:11]([OH:12])=[CH:10][C:9]([CH3:13])=[CH:8][C:4]=1[C:5]([O:7][CH3:18])=[O:6] |f:0.1|. Reported procedure: To a solution of 2-amino-3-hydroxy-5-methylbenzoic acid hydrobromide (2.65 g, 10.7 mmol) in anhydrous CH3OH (50 mL) was added thionyl chloride (3.9 mL, 53.4 mmol) at −78° C. The resulting reaction mixture was allowed to warm to room temperature and then heated to reflux for 17 h. The reaction mixture was cooled to room temperature and concentrated under reduced pressure. The residue was treated with a saturated aqueous NaHCO3 solution to adjust pH to 7 and then extracted with EtOAc (4×100 mL). T... Starting materials: C(=O)(O)[O-].[Na+] (NaHCO3), ClC1=CC(=NC=N1)OC=1C=C2C=CC=C(C2=CC1)C(=O)Cl (6-(6-chloropyrimidin-4-yloxy)-naphthalene-1-carbonyl chloride), CN1CCN(CC1)CC1=CC=C(C=C1)N (4-(4-methyl-piperazin-1-ylmethyl)-phenylamine), C(C)(C)N(CC)C(C)C (diisopropylethylamine). The solvent is C(Cl)Cl (CH2Cl2), C(Cl)Cl (CH2Cl2), C(Cl)Cl (CH2Cl2). Reaction conditions: time 30 minute. The product is CN1CCN(CC1)CC1=CC=C(C=C1)NC(=O)C1=CC=CC2=CC(=CC=C12)OC1=NC=NC(=C1)Cl (6-(6-Chloro-Pyrimidin-4-yloxy)-naphthalene-1-carboxylic acid [4-(4-methyl-piperazin-1-ylmethyl)-phenyl]-amide). As a reaction SMILES: [Cl:1][C:2]1[N:7]=[CH:6][N:5]=[C:4]([O:8][C:9]2[CH:10]=[C:11]3[C:16](=[CH:17][CH:18]=2)[C:15]([C:19](Cl)=[O:20])=[CH:14][CH:13]=[CH:12]3)[CH:3]=1.[CH3:22][N:23]1[CH2:28][CH2:27][N:26]([CH2:29][C:30]2[CH:35]=[CH:34][C:33]([NH2:36])=[CH:32][CH:31]=2)[CH2:25][CH2:24]1.C(N(C(C)C)CC)(C)C.C([O-])(O)=O.[Na+]>C(Cl)Cl>[CH3:22][N:23]1[CH2:28][CH2:27][N:26]([CH2:29][C:30]2[CH:35]=[CH:34][C:33]([NH:36][C:19]([C:15]3[C:16]4[C:11](=[CH:10][C:9]([O:8][C:4]5[CH:3]=[C:2]([Cl:1])[N:7]=[CH:6][N:5]=5)=[CH:18][CH:17]=4)[CH:12]=[CH:13][CH:14]=3)=[O:20])=[CH:32][CH:31]=2)[CH2:25][CH2:24]1 |f:3.4|. Procedure details: A solution of 2.2 mMol 6-(6-chloropyrimidin-4-yloxy)-naphthalene-1-carbonyl chloride (Step 19.3) in 15 ml CH2Cl2 is added to a stirred solution of 410 mg (2.0 mMol) 4-(4-methyl-piperazin-1-ylmethyl)-phenylamine and 680 μl (4.0 mMol) diisopropylethylamine in 15 ml CH2Cl2. After 30 min, the reaction mixture is poured into a mixture of NaHCO3 and CH2Cl2. The aq. phase is separated off and extracted with CH2Cl2. The combined organic layers are washed with water and brine, dried (Na2SO4) and concentr... Reactants: ClC1=C2NC=NC2=NC=N1 (6-chloropurine), N1CCOCC1 (morpholine), FC1=CC=C(C=C1)[N+](=O)[O-] (4-fluoronitrobenzene), ClC1=C(C=C(C=C1)N=C=O)C(F)(F)F (4-chloro-3-(trifluoromethyl)phenyl isocyanate). Product: ClC1=C(C=C(C=C1)NC(=O)NC1=CC=C(C=C1)N1C2=NC=NC(=C2N=C1)N1CCOCC1)C(F)(F)F (1-(4-Chloro-3-(trifluoromethyl)phenyl)-3-[4-(6-morpholin-4-yl-purin-9-yl)phenyl]urea). RXN SMILES: Cl[C:2]1[N:10]=[CH:9][N:8]=[C:7]2[C:3]=1[NH:4][CH:5]=[N:6]2.[NH:11]1[CH2:16][CH2:15][O:14][CH2:13][CH2:12]1.F[C:18]1[CH:23]=[CH:22][C:21]([N+:24]([O-])=O)=[CH:20][CH:19]=1.[Cl:27][C:28]1[CH:33]=[CH:32][C:31]([N:34]=[C:35]=[O:36])=[CH:30][C:29]=1[C:37]([F:40])([F:39])[F:38]>>[Cl:27][C:28]1[CH:33]=[CH:32][C:31]([NH:34][C:35]([NH:24][C:21]2[CH:22]=[CH:23][C:18]([N:6]3[CH:5]=[N:4][C:3]4[C:7]3=[N:8][CH:9]=[N:10][C:2]=4[N:11]3[CH2:16][CH2:15][O:14][CH2:13][CH2:12]3)=[CH:19][CH:20]=2)=[O:36])=[CH:30][C:29]=1[C:37]([F:38])([F:39])[F:40]. Reported procedure: The title compound can be synthesized from 6-chloropurine, morpholine, 4-fluoronitrobenzene and 4-chloro-3-(trifluoromethyl)phenyl isocyanate by using the same techniques as in Example 35.